Dataset: the Open Reaction Database (ORD), a public repository of structured organic reaction records. Task: describe an organic reaction: reactants, conditions, products, and yield Reactants: CCC(CC)(c1ccc(C=C2SC(=O)NC2=O)c(C)c1)c1ccc(OCC(O)C(C)(C)C)c(C)c1, CO. The product is CCC(CC)(c1ccc(CC2SC(=O)NC2=O)c(C)c1)c1ccc(OCC(O)C(C)(C)C)c(C)c1. Reaction SMILES: [CH2:1]([CH3:2])[C:3]([CH2:4][CH3:5])([c:6]1[cH:7][c:8]([CH3:20])[c:9]([O:12][CH2:13][CH:14]([C:15]([CH3:16])([CH3:17])[CH3:18])[OH:19])[cH:10][cH:11]1)[c:21]1[cH:22][c:23]([CH3:35])[c:24]([CH:25]=[C:26]2[C:27](=[O:32])[NH:28][C:29](=[O:31])[S:30]2)[cH:33][cH:34]1.[CH3:36][OH:37]>>[CH2:1]([CH3:2])[C:3]([CH2:4][CH3:5])([c:6]1[cH:7][c:8]([CH3:20])[c:9]([O:12][CH2:13][CH:14]([C:15]([CH3:16])([CH3:17])[CH3:18])[OH:19])[cH:10][cH:11]1)[c:21]1[cH:22][c:23]([CH3:35])[c:24]([CH2:25][CH:26]2[C:27](=[O:32])[NH:28][C:29](=[O:31])[S:30]2)[cH:33][cH:34]1. Starting materials: Intermediate 39, ClC1=CC=C(C=N1)N (6-chloropyridin-3-amine), FC1=C(C=CC=C1)B(O)O (2-fluorophenylboronic acid). Yields the product FC1=C(C=CC=C1)C1=CC=C(C=N1)N (6-(2-Fluorophenyl)pyridin-3-amine). The yield is 31.0%. RXN SMILES: Cl[C:2]1[N:7]=[CH:6][C:5]([NH2:8])=[CH:4][CH:3]=1.[F:9][C:10]1[CH:15]=[CH:14][CH:13]=[CH:12][C:11]=1B(O)O>>[F:9][C:10]1[CH:15]=[CH:14][CH:13]=[CH:12][C:11]=1[C:2]1[N:7]=[CH:6][C:5]([NH2:8])=[CH:4][CH:3]=1. Procedure: Obtained (0.210 g, yield 31%) following the procedure described in Intermediate 39, starting with 6-chloropyridin-3-amine (3.50 mmol, 0.45 g), 2-fluorophenylboronic acid (6.94 mmol, 0.97 g). Reactants: ClC(Cl)(Cl)OC(OC(Cl)(Cl)Cl)=O (bis(trichloromethyl)carbonate), N1=CC=CC=C1 (pyridine), O1CCCC1 (tetrahydrofuran), O1CCCC1 (tetrahydrofuran). Conditions: time 10 minute. Yields the product C(C)(=O)OCCNCC (2-(ethylamino)ethyl acetate). As a reaction SMILES: Cl[C:2]([O:5][C:6](=[O:12])OC(Cl)(Cl)Cl)(Cl)Cl.[N:13]1[CH:18]=CC=[CH:15][CH:14]=1.O1CCC[CH2:20]1>>[C:6]([O:5][CH2:2][CH2:18][NH:13][CH2:14][CH3:15])(=[O:12])[CH3:20]. Procedure: To a solution of bis(trichloromethyl)carbonate (0.59 g) in tetrahydrofuran (30 mL) was added dropwise a solution of pyridine (0.49 mL) in tetrahydrofuran (1 mL) under ice-cooling. The reaction solution was stirred for 10 minutes under ice-cooling, and 2-(ethylamino)ethyl acetate hydrochlride (0.67 g) obtained in Reference Synthetic Example 20 was added. A solution of triethylamine (0.84 mL) in tetrahydrofuran (1 mL) was added dropwise, and stirred at room temperature for 1 hr. The reaction solut... Reactants: C1(=CC=CC=C1)CC(=O)Cl (phenylacetyl chloride), S(=O)(Cl)Cl (Thionyl chloride), C1(=CC=CC=C1)CC(=O)O (phenyl acetic acid), C1(=CC=CC=C1)CC(=O)Cl (phenylacetyl chloride), NC=1C=NC2=CC=CC=C2C1O (3-aminoquinolin-4-ol). Run in O (water), ClCCl (dichloromethane), ClCCl (dichloromethane), C(C)N(CC)CC (Triethyl amine). Run at time 1 hour. Yields the product OC1=C(C=NC2=CC=CC=C12)NC(CC1=CC=CC=C1)=O (N-(4-hydroxyquinolin-3-yl)phenylacetamide). As a reaction SMILES: S(Cl)(Cl)=O.[C:5]1([CH2:11][C:12]([OH:14])=O)[CH:10]=[CH:9][CH:8]=[CH:7][CH:6]=1.C1(CC(Cl)=O)C=CC=CC=1.[NH2:25][C:26]1[CH:27]=[N:28][C:29]2[C:34]([C:35]=1[OH:36])=[CH:33][CH:32]=[CH:31][CH:30]=2>ClCCl.O.C(N(CC)CC)C>[OH:36][C:35]1[C:34]2[C:29](=[CH:30][CH:31]=[CH:32][CH:33]=2)[N:28]=[CH:27][C:26]=1[NH:25][C:12](=[O:14])[CH2:11][C:5]1[CH:6]=[CH:7][CH:8]=[CH:9][CH:10]=1. Procedure details: Thionyl chloride (1.5 g) was added dropwise to a cooled solution of phenyl acetic acid (2 g) in dichloromethane (10 mL). This mixture was allowed to stir at ambient temperature for 1 hour to provide a solution containing phenylacetyl chloride. Triethyl amine (4.3 mL) was added to a suspension of 3-aminoquinolin-4-ol in dichloromethane (10 mL) and the resulting mixture was cooled in an ice bath. The phenylacetyl chloride solution was added dropwise to the cooled mixture. The reaction mixture was ...